This data is from the Open Reaction Database (ORD), a public repository of structured organic reaction records. The task is: describe an organic reaction: reactants, conditions, products, and yield The reactants are C12(CC3CC(CC(C1)C3)C2)CN ((1-adamantylmethyl)amine), [Si](C)(C)(C(C)(C)C)OCC1N(C1)C(=O)OC(C)(C)C (tert-butyl 2-((tert-butyldimethylsilyloxy)methyl)aziridine-1-carboxylate). The solvent is C(Cl)Cl (CH2Cl2). Run at time 10 minute. Yields the product [Si](C)(C)(C(C)(C)C)OC[C@H](CNCC12CC3CC(CC(C1)C3)C2)NC(OC(C)(C)C)=O ((S)-tert-butyl 1-(tert-butyldimethylsilyloxy)-3-((1-adamantylmethyl)amino)propan-2-ylcarbamate). Isolated yield 42.5%. RXN SMILES: [C:1]12([CH2:11][NH2:12])[CH2:10][CH:5]3[CH2:6][CH:7]([CH2:9][CH:3]([CH2:4]3)[CH2:2]1)[CH2:8]2.[Si:13]([O:20][CH2:21][CH:22]1[CH2:24][N:23]1[C:25]([O:27][C:28]([CH3:31])([CH3:30])[CH3:29])=[O:26])([C:16]([CH3:19])([CH3:18])[CH3:17])([CH3:15])[CH3:14]>C(Cl)Cl>[Si:13]([O:20][CH2:21][C@@H:22]([NH:23][C:25](=[O:26])[O:27][C:28]([CH3:31])([CH3:30])[CH3:29])[CH2:24][NH:12][CH2:11][C:1]12[CH2:8][CH:7]3[CH2:6][CH:5]([CH2:4][CH:3]([CH2:9]3)[CH2:2]1)[CH2:10]2)([C:16]([CH3:19])([CH3:17])[CH3:18])([CH3:15])[CH3:14]. Reported procedure: To a solution of (1-adamantylmethyl)amine (15 g, 52 mmol) in anhydrous CH2Cl2 (50 mL) was added tert-butyl 2-((tert-butyldimethylsilyloxy)methyl)aziridine-1-carboxylate (13 g, 78.3 mmol). The mixture was stirred for 10 min, the solvent was removed in vacuo and the residue was stirred at 40° C. for 5 h. The mixture was diluted with EtOAc (500 mL) and washed with water (100 mL),1N aq HCl (50 mL), satd aq NaHCO3 (50 ml) and brine (50 mL), and dried over MgSO4. The solution was concentrated to give ... Starting materials: Cn1ncc(Br)c1-c1cc(NC(=O)c2ccc(F)cc2)ccc1OC1CCCN(C(=O)OC(C)(C)C)C1, Cl, C1COCCO1. The product is Cn1ncc(Br)c1-c1cc(NC(=O)c2ccc(F)cc2)ccc1OC1CCCNC1. Reaction SMILES: [C:1]([O:2][C:3](=[O:4])[N:8]1[CH2:9][CH:10]([O:14][c:15]2[c:16](-[c:31]3[n:32]([CH3:37])[n:33][cH:34][c:35]3[Br:36])[cH:17][c:18]([NH:21][C:22]([c:23]3[cH:24][cH:25][c:26]([F:29])[cH:27][cH:28]3)=[O:30])[cH:19][cH:20]2)[CH2:11][CH2:12][CH2:13]1)([CH3:5])([CH3:6])[CH3:7].[ClH:38].[O:39]1[CH2:40][CH2:41][O:42][CH2:43][CH2:44]1>>[NH:8]1[CH2:9][CH:10]([O:14][c:15]2[c:16](-[c:31]3[n:32]([CH3:37])[n:33][cH:34][c:35]3[Br:36])[cH:17][c:18]([NH:21][C:22]([c:23]3[cH:24][cH:25][c:26]([F:29])[cH:27][cH:28]3)=[O:30])[cH:19][cH:20]2)[CH2:11][CH2:12][CH2:13]1. Starting materials: C(Cl)(Cl)Cl (chloroform), S1C2=C(C=C1CNC1CCN(CC1)CCN1C(C=NC3=CC=C(C=C13)OC)=O)C=CC=C2 (1-(2-(4-((benzo[b]thiophen-2-yl)methylamino)piperidin-1-yl)ethyl)-7-methoxyquinoxalin-2(1H)-one), Cl.C(C)(=O)OCC (hydrogen chloride ethyl acetate). Run in C(C)(=O)OCC (ethyl acetate). Product: Cl.S1C2=C(C=C1CNC1CCN(CC1)CCN1C(C=NC3=CC=C(C=C13)OC)=O)C=CC=C2 (1-(2-(4-((benzo[b]thiophen-2-yl)methylamino)piperidin-1-yl)ethyl)-7-methoxyquinoxalin-2(1H)-one hydrochloride). Reaction SMILES: C(Cl)(Cl)[Cl:2].[S:5]1[C:9]([CH2:10][NH:11][CH:12]2[CH2:17][CH2:16][N:15]([CH2:18][CH2:19][N:20]3[C:29]4[C:24](=[CH:25][CH:26]=[C:27]([O:30][CH3:31])[CH:28]=4)[N:23]=[CH:22][C:21]3=[O:32])[CH2:14][CH2:13]2)=[CH:8][C:7]2[CH:33]=[CH:34][CH:35]=[CH:36][C:6]1=2.Cl.C(OCC)(=O)C>C(OCC)(=O)C>[ClH:2].[S:5]1[C:9]([CH2:10][NH:11][CH:12]2[CH2:17][CH2:16][N:15]([CH2:18][CH2:19][N:20]3[C:29]4[C:24](=[CH:25][CH:26]=[C:27]([O:30][CH3:31])[CH:28]=4)[N:23]=[CH:22][C:21]3=[O:32])[CH2:14][CH2:13]2)=[CH:8][C:7]2[CH:33]=[CH:34][CH:35]=[CH:36][C:6]1=2 |f:2.3,5.6|. Reported procedure: To a mixed solution of 10 mL chloroform and 10 mL ethyl acetate containing 0.52 g of 1-(2-(4-((benzo[b]thiophen-2-yl)methylamino)piperidin-1-yl)ethyl)-7-methoxyquinoxalin-2(1H)-one, 3 mL of 4 mol/L hydrogen chloride/ethyl acetate was added, and stirred at room temperature. The solvent was removed under reduced pressure, ethyl acetate was added and the resulting solid was filtered to give 526 mg of 1-(2-(4-((benzo[b]thiophen-2-yl)methylamino)piperidin-1-yl)ethyl)-7-methoxyquinoxalin-2(1H)-one hyd...